This data is from the Open Reaction Database (ORD), a public repository of structured organic reaction records. The task is: describe an organic reaction: reactants, conditions, products, and yield Reactants: ClC1=CC=C(C(=N1)NC)N (6-Chloro-N2-methylpyridine-2,3-diamine), S(=O)(=O)(N)N (sulfamide), N1=CC=CC=C1 (pyridine), O (water). The solvent is CCOC(=O)C (EtOAc). Reaction conditions: time 8 hour. The product is ClC1=CC=C2C(=N1)N(S(N2)(=O)=O)C (5-chloro-3-methyl-1,3-dihydro[1,2,5]thiadiazolo[3,4-b]pyridine 2,2-dioxide). RXN SMILES: [Cl:1][C:2]1[N:7]=[C:6]([NH:8][CH3:9])[C:5]([NH2:10])=[CH:4][CH:3]=1.[S:11](N)(N)(=[O:13])=[O:12].N1C=CC=CC=1.O>CCOC(C)=O>[Cl:1][C:2]1[N:7]=[C:6]2[N:8]([CH3:9])[S:11](=[O:13])(=[O:12])[NH:10][C:5]2=[CH:4][CH:3]=1. Procedure: To a round bottom flask was added 6-chloro-N2-methylpyridine-2,3-diamine (1-2) (2.043 g, 12.96 mmol), sulfamide (2.69 g, 28.0 mmol), and anhydrous pyridine (20 ml). The reaction mixture was refluxed at 125 C in a hot oil bath with stirring under an atmosphere of nitrogen with a water cooled reflux condenser attached overnight (16 hours). The reaction mixture was then cooled to room temperature and suspended in EtOAc (250 mL) & 6N HCl in water (250 mL) and filtered. Filtrate was then separated, o... Conditions: time 1 hour. Reported procedure: 7-t-Butyldimethylsilyloxyacetyl-5-methylimidazo-[5,1-b]thiazole (49.5 mg) was dissolved in 2 ml of THF and 0.4 ml of HMPA. Tri-n-butylstannyl chloride (0.059 ml) and 0.319 ml of a 1.0 N lithiumbis(trimethylsilyl)amide/THF solution were added dropwise in that order to the solution in an argon atmosphere at −73° C. The mixture was stirred at the same temperature for one hr. A 1.0 N lithiumbis(trimethylsilyl)amide/THF solution (0.160 ml) was added dropwise thereto. The mixture was stirred at the sa... Starting materials: C[Si](C)(C)[N-][Si](C)(C)C.[Li+].C1CCOC1 (lithiumbis(trimethylsilyl)amide THF), [Si](C)(C)(C(C)(C)C)OCC(=O)C=1N=C(N2C1SC=C2)C (7-t-Butyldimethylsilyloxyacetyl-5-methylimidazo-[5,1-b]thiazole), C(CCC)[Sn](CCCC)(CCCC)Cl (Tri-n-butylstannyl chloride), C[Si](C)(C)[N-][Si](C)(C)C.[Li+].C1CCOC1 (lithiumbis(trimethylsilyl)amide THF), [Cl-].[NH4+] (ammonium chloride). Reaction SMILES: [Si:1]([O:8][CH2:9][C:10]([C:12]1[N:13]=[C:14]([CH3:20])[N:15]2[CH:19]=[CH:18][S:17][C:16]=12)=[O:11])([C:4]([CH3:7])([CH3:6])[CH3:5])([CH3:3])[CH3:2].[CH2:21]([Sn:25](Cl)([CH2:30][CH2:31][CH2:32][CH3:33])[CH2:26][CH2:27][CH2:28][CH3:29])[CH2:22][CH2:23][CH3:24].C[Si]([N-][Si](C)(C)C)(C)C.[Li+].C1COCC1.[Cl-].[NH4+]>C1COCC1.CN(P(N(C)C)(N(C)C)=O)C>[Si:1]([O:8][CH2:9][C:10]([C:12]1[N:13]=[C:14]([CH3:20])[N:15]2[CH:19]=[C:18]([Sn:25]([CH2:26][CH2:27][CH2:28][CH3:29])([CH2:30][CH2:31][CH2:32][CH3:33])[CH2:21][CH2:22][CH2:23][CH3:24])[S:17][C:16]=12)=[O:11])([C:4]([CH3:7])([CH3:6])[CH3:5])([CH3:3])[CH3:2] |f:2.3.4,5.6|. Yields the product [Si](C)(C)(C(C)(C)C)OCC(=O)C=1N=C(N2C1SC(=C2)[Sn](CCCC)(CCCC)CCCC)C (7-t-Butyldimethylsilyloxyacetyl-5-methyl-2-(tri-n-butylstannyl)imidazo[5,1-b]thiazole). Run in C1CCOC1 (THF), CN(C)P(=O)(N(C)C)N(C)C (HMPA). Starting materials: CC(=O)CC(=O)OCc1ccccc1, CC(=O)[O-], CCOCC, [NH4+], O=C1CCC(=O)N1Br. Product: CC(=O)C(Br)C(=O)OCc1ccccc1. RXN SMILES: [C:1]([CH2:2][C:3](=[O:4])[CH3:5])(=[O:6])[O:7][CH2:8][c:9]1[cH:10][cH:11][cH:12][cH:13][cH:14]1.[CH3:24][C:25](=[O:26])[O-:27].[CH3:28][CH2:29][O:30][CH2:31][CH3:32].[NH4+:23].[O:15]=[C:16]1[N:17]([Br:22])[C:18](=[O:19])[CH2:20][CH2:21]1>>[C:1]([CH:2]([C:3](=[O:4])[CH3:5])[Br:22])(=[O:6])[O:7][CH2:8][c:9]1[cH:10][cH:11][cH:12][cH:13][cH:14]1. Starting materials: N (ammonia), BrCC=1C(=C(C(=CC1)Cl)OC1=C(C=C(C#N)C=C1)F)F (4-{[3-(bromomethyl)-6-chloro-2-fluorophenyl]oxy}-3-fluorobenzonitrile). The solvent is C(Cl)Cl (DCM). Reaction conditions: time 8 hour. The product is Br.NCC=1C(=C(C(=CC1)Cl)OC1=C(C=C(C#N)C=C1)F)F (4-{[3-(aminomethyl)-6-chloro-2-fluorophenyl]oxy}-3-fluorobenzonitrile hydrobromide). Isolated yield 80.5%. As a reaction SMILES: [NH3:1].[Br:2][CH2:3][C:4]1[C:5]([F:21])=[C:6]([O:11][C:12]2[CH:19]=[CH:18][C:15]([C:16]#[N:17])=[CH:14][C:13]=2[F:20])[C:7]([Cl:10])=[CH:8][CH:9]=1>C(Cl)Cl>[BrH:2].[NH2:1][CH2:3][C:4]1[C:5]([F:21])=[C:6]([O:11][C:12]2[CH:19]=[CH:18][C:15]([C:16]#[N:17])=[CH:14][C:13]=2[F:20])[C:7]([Cl:10])=[CH:8][CH:9]=1 |f:3.4|. Procedure: To a solution of ammonia (7.0 N solution in MeOH) (47.5 ml, 332 mmol) was added dropwise 4-{[3-(bromomethyl)-6-chloro-2-fluorophenyl]oxy}-3-fluorobenzonitrile (1.49 g, 4.16 mmol) in solution of 20 mL DCM. The mixture was stirred overnight and the solvent was removed to give 4-{[3-(aminomethyl)-6-chloro-2-fluorophenyl]oxy}-3-fluorobenzonitrile hydrobromide (1.26 g, 3.35 mmol, 81% yield). 1H NMR (400 MHz, DMSO-d6) d ppm 8.10 (dd, 1H), 7.66 (d, 1H), 7.57-7.63 (m, 1H), 7.54 (t, 1H), 7.02 (br. s., 2H...